This data is from the Open Reaction Database (ORD), a public repository of structured organic reaction records. The task is: describe an organic reaction: reactants, conditions, products, and yield Reactants: CN(C)C=O, O=[N+]([O-])c1ccccc1Cl, [F-], [K+]. Yields the product O=[N+]([O-])c1ccccc1F. Reaction SMILES: [CH3:13][N:14]([CH3:15])[CH:16]=[O:17].[Cl:3][c:4]1[c:5]([N+:10](=[O:11])[O-:12])[cH:6][cH:7][cH:8][cH:9]1.[F-:1].[K+:2]>>[F:1][c:4]1[c:5]([N+:10](=[O:11])[O-:12])[cH:6][cH:7][cH:8][cH:9]1. Reactants: COC=1C=C(C=CC1OC)CCN1CC(CCC1)CN1CCC2=C(C(C1=O)=O)C=C(C(=C2)OC)OC (3-[(N-(2-(3,4-dimethoxy-phenyl)ethyl)-piperidin-3-yl)-methyl]-7, 8-dimethoxy-1,3,4,5-tetrahydro2H-3-benzazepin-1,2-dione), [BH4-].[Na+] (sodium borohydride), N (ammonia), Cl (hydrochloric acid). Solvent: CO (methanol), O (water). Run at time 20 minute. The product is Cl.COC=1C=C(C=CC1OC)CCN1CC(CCC1)CN1CCC2=C(C(C1=O)O)C=C(C(=C2)OC)OC (3-[(N-(2-(3,4-Dimethoxy-phenyl)-ethyl)-piperidin-3-yl)methyl]-7,8-dimethoxy-1-hydroxy-1,3,4, 5-tetrahydro-2H-3-benzazepin-2-one-hydrochloride). RXN SMILES: [CH3:1][O:2][C:3]1[CH:4]=[C:5]([CH2:11][CH2:12][N:13]2[CH2:18][CH2:17][CH2:16][CH:15]([CH2:19][N:20]3[C:26](=[O:27])[C:25](=[O:28])[C:24]4[CH:29]=[C:30]([O:35][CH3:36])[C:31]([O:33][CH3:34])=[CH:32][C:23]=4[CH2:22][CH2:21]3)[CH2:14]2)[CH:6]=[CH:7][C:8]=1[O:9][CH3:10].[BH4-].[Na+].[ClH:39].N>CO.O>[ClH:39].[CH3:1][O:2][C:3]1[CH:4]=[C:5]([CH2:11][CH2:12][N:13]2[CH2:18][CH2:17][CH2:16][CH:15]([CH2:19][N:20]3[C:26](=[O:27])[CH:25]([OH:28])[C:24]4[CH:29]=[C:30]([O:35][CH3:36])[C:31]([O:33][CH3:34])=[CH:32][C:23]=4[CH2:22][CH2:21]3)[CH2:14]2)[CH:6]=[CH:7][C:8]=1[O:9][CH3:10] |f:1.2,7.8|. Procedure details: 0.70 g (0.0014 mol) of 3-[(N-(2-(3,4-dimethoxy-phenyl)ethyl)-piperidin-3-yl)-methyl]-7, 8-dimethoxy-1,3,4,5-tetrahydro2H-3-benzazepin-1,2-dione are dissolved in a mixture of methanol and water (95:5), 0.060 g (0.0016 mol) of sodium borohydride are added and the mixture is stirred for 20 minutes at ambient temperature. Then it is acidified with 2 molar hydrochloric acid, neutralized with ammonia and extracted with methylene chloride. The organic phase is dried over magnesium sulphate, concentrate... The reactants are [N+](=O)([O-])C1=C(C=CC(=C1)Cl)CC(C(=O)O)=O (3-(2-nitro-4-chlorophenyl)pyruvic acid), OO (hydrogen peroxide), [OH-].[Na+] (sodium hydroxide), OO (hydrogen peroxide), [OH-].[Na+] (sodium hydroxide), Cl (hydrochloride). Run in O (water). Product: ClC1=CC(=C(C=C1)CC(=O)O)[N+](=O)[O-] (4-chloro-2-nitro-phenylacetic acid). Reaction SMILES: [N+:1]([C:4]1[CH:9]=[C:8]([Cl:10])[CH:7]=[CH:6][C:5]=1[CH2:11][C:12](=[O:16])C(O)=O)([O-:3])=[O:2].[OH-:17].[Na+].OO.Cl>O>[Cl:10][C:8]1[CH:7]=[CH:6][C:5]([CH2:11][C:12]([OH:16])=[O:17])=[C:4]([N+:1]([O-:3])=[O:2])[CH:9]=1 |f:1.2|. Procedure: The filtrate of Step A, above, is adjusted to pH 8-9 with 2 N sodium hydroxide and is heated at 35°-40° C. while adding a 3-6% aqueous hydrogen peroxide solution until samples no longer turn dark on treatment with 2 N sodium hydroxide. The tan precipitate is suspended in 1500 ml. of water, adjusted to pH 8-9 and similarly treated with aqueous hydrogen peroxide. The combined reaction mixtures are then acidified with concentrated hydrochloride acid to obtain a precipitate which are recovered by fi... Reactants: CC(C)OC(=NC#N)c1cccnc1, CCOCC, Cc1ccc(N)cc1, CO, ClCCl. Product: Cc1ccc(N=C(NC#N)c2cccnc2)cc1. RXN SMILES: [C:1](#[N:2])[N:3]=[C:4]([O:5][CH:6]([CH3:7])[CH3:8])[c:9]1[cH:10][n:11][cH:12][cH:13][cH:14]1.[CH2:23]([O:24][CH2:25][CH3:26])[CH3:27].[CH3:15][c:16]1[cH:17][cH:18][c:19]([NH2:20])[cH:21][cH:22]1.[CH3:31][OH:32].[Cl:28][CH2:29][Cl:30]>>[C:1](#[N:2])[NH:3][C:4]([c:9]1[cH:10][n:11][cH:12][cH:13][cH:14]1)=[N:20][c:19]1[cH:18][cH:17][c:16]([CH3:15])[cH:22][cH:21]1. The reactants are N1C([C@@]2(C3=CC=CC=C13)COC1=CC3=C(OCCO3)C=C12)=O ((R)-2,3-dihydrospiro[furo[2,3-g][1,4]benzodioxine-8,3′-indol]-2′(1′H)-one), CC1=CC=C(C=C1)S(=O)(=O)OC[C@@H]1OCCOC1 ((R)-(1,4-dioxan-2-yl)methyl 4-methylbenzenesulfonate), N1C(C2(C3=CC=CC=C13)COC=1C2=CC2=C(OCO2)C1)=O (spiro[furo[2,3-f][1,3]benzodioxole-7,3′-indol]-2′(1′H)-one), IC[C@H]1OCCOC1 ((S)-2-(iodomethyl)-1,4-dioxane). The product is O1[C@@H](COCC1)CN1C([C@@]2(C3=CC=CC=C13)COC1=CC3=C(OCCO3)C=C12)=O ((8R)-1′-[(2R)-1,4-dioxan-2-ylmethyl]-2,3-dihydrospiro[furo[2,3-g][1,4]benzodioxine-8,3′-indol]-2′(1′H)-one). Reaction SMILES: [NH:1]1[C:9]2[C:4](=[CH:5][CH:6]=[CH:7][CH:8]=2)[C@:3]2([C:21]3[C:12](=[CH:13][C:14]4[O:19][CH2:18][CH2:17][O:16][C:15]=4[CH:20]=3)[O:11][CH2:10]2)[C:2]1=[O:22].N1C2C(=CC=CC=2)C2(C3=CC4OCOC=4C=C3OC2)C1=O.I[CH2:45][C@@H:46]1[CH2:51][O:50][CH2:49][CH2:48][O:47]1.CC1C=CC(S(OC[C@H]2COCCO2)(=O)=O)=CC=1>>[O:47]1[CH2:48][CH2:49][O:50][CH2:51][C@H:46]1[CH2:45][N:1]1[C:9]2[C:4](=[CH:5][CH:6]=[CH:7][CH:8]=2)[C@:3]2([C:21]3[C:12](=[CH:13][C:14]4[O:19][CH2:18][CH2:17][O:16][C:15]=4[CH:20]=3)[O:11][CH2:10]2)[C:2]1=[O:22]. Procedure details: Following the procedure as described in EXAMPLE 8 and making non-critical variations using (R)-2,3-dihydrospiro[furo[2,3-g][1,4]benzodioxine-8,3′-indol]-2′(1′H)-one to replace spiro[furo[2,3-f][1,3]benzodioxole-7,3′-indol]-2′(1′H)-one, and (S)-2-(iodomethyl)-1,4-dioxane (Kim, H. Y. et al., Bioorg. Med. Chem. Lett. (2005), 15:3207-11) to replace (R)-(1,4-dioxan-2-yl)methyl 4-methylbenzenesulfonate, (8R)-1′-[(2R)-1,4-dioxan-2-ylmethyl]-2,3-dihydrospiro[furo[2,3-g][1,4]benzodioxine-8,3′-indol]-2′(1... Starting materials: C(Cl)(Cl)Cl (chloroform), Cl (HCl), C[C@H]1C[C@@H]([C@@H]([C@H](/C=C(/[C@@H]([C@H](/C=C\C=C(\C(=O)NC2=CC(=O)C(=C(C1)C2=O)OC)/C)OC)OC(=O)N)\C)C)O)OC (Geldanamycin), C(CC)N (n-propylamine). Solvent: O (water). Run at time 1 hour. The product is CCCNC1=C2CC(CC([C@H]([C@@H](/C=C(/C(C(/C=C\C=C(\C(=O)NC(=CC1=O)C2=O)/C)OC)OC(=O)N)\C)C)O)OC)C (17-n-propylamino-Geldanamycin). The yield is 98.0%. Reaction SMILES: C(Cl)(Cl)Cl.[CH3:5][C@@H:6]1[CH2:28][C:27]2[C:29](=[O:30])[C:22](=[CH:23][C:24]([C:26]=2OC)=[O:25])[NH:21][C:19](=[O:20])[C:18]([CH3:33])=[CH:17][CH:16]=[CH:15][C@H:14]([O:34][CH3:35])[C@@H:13]([O:36][C:37]([NH2:39])=[O:38])[C:12]([CH3:40])=[CH:11][C@H:10]([CH3:41])[C@@H:9]([OH:42])[C@@H:8]([O:43][CH3:44])[CH2:7]1.[CH2:45]([NH2:48])[CH2:46][CH3:47].Cl>O>[CH3:47][CH2:46][CH2:45][NH:48][C:26]1[C:24](=[O:25])[CH:23]=[C:22]2[C:29](=[O:30])[C:27]=1[CH2:28][CH:6]([CH3:5])[CH2:7][CH:8]([O:43][CH3:44])[C@@H:9]([OH:42])[C@H:10]([CH3:41])[CH:11]=[C:12]([CH3:40])[CH:13]([O:36][C:37]([NH2:39])=[O:38])[CH:14]([O:34][CH3:35])[CH:15]=[CH:16][CH:17]=[C:18]([CH3:33])[C:19]([NH:21]2)=[O:20]. Procedure details: Into 50 ml. of chloroform, 280 mg. of Geldanamycin was dissolved and then, 1 ml. of n-propylamine was added. The mixture was stirred at room temperature for 1 hour and the mixture was charged into 50 ml. of cold water and then, pH was adjusted 3 with 6 N-HCl. The chloroform layer was separated and the water layer was extructed with 50 ml. of chloroform. Both chloroform layers were combined and dehydrated over anhydrous sodium sulfate for 2 hours. Chloroform was distilled off under a reduced pres... The reactants are CCCCCCCCCCCCCCCCCCN=C=O, C=CCSC(=NCCCCCCCC)NC(C)CCCCC, C1CCOC1. The product is C=CCSC(=NCCCCCCCC)N(C(=O)NCCCCCCCCCCCCCCCCCC)C(C)CCCCC. As a reaction SMILES: [CH2:23]([CH2:24][CH2:25][CH2:26][CH2:27][CH2:28][CH2:29][CH2:30][CH2:31][CH2:32][CH2:33][CH2:34][CH2:35][CH2:36][CH2:37][CH2:38][CH2:39][CH3:40])[N:41]=[C:42]=[O:43].[CH:1]([CH3:2])([CH2:3][CH2:4][CH2:5][CH2:6][CH3:7])[NH:8][C:9]([S:10][CH2:11][CH:12]=[CH2:13])=[N:14][CH2:15][CH2:16][CH2:17][CH2:18][CH2:19][CH2:20][CH2:21][CH3:22].[O:44]1[CH2:45][CH2:46][CH2:47][CH2:48]1>>[CH:1]([CH3:2])([CH2:3][CH2:4][CH2:5][CH2:6][CH3:7])[N:8]([C:9]([S:10][CH2:11][CH:12]=[CH2:13])=[N:14][CH2:15][CH2:16][CH2:17][CH2:18][CH2:19][CH2:20][CH2:21][CH3:22])[C:42]([NH:41][CH2:23][CH2:24][CH2:25][CH2:26][CH2:27][CH2:28][CH2:29][CH2:30][CH2:31][CH2:32][CH2:33][CH2:34][CH2:35][CH2:36][CH2:37][CH2:38][CH2:39][CH3:40])=[O:43]. Reaction conditions: time 1.5 hour. Reported procedure: N-propylol-N'-lauryl ethylenediamine is prepared by dissolving 2 kmol ethylenediamine in 500 liters absolute ethanol and then, while constantly stirring, 2 kmol laurylchloride is added while the temperature is maintained not to exceed 100°C and then the reaction mixture is held for 1.5 hours at that temperature. N'-lauryl-ethylenediamine is formed. Subsequently the reaction mixture is cooled to 30°C, the chloride is precipitated with ammonia and the precipitate is filtered off. The pH value of t... Starting materials: C(CN)N (ethylenediamine), C(CCCCCCCCCCC)Cl (laurylchloride). The solvent is C(C)O (ethanol). Product: N-propylol N'-lauryl ethylenediamine, C(CCCCCCCCCCC)NCCN (N'-lauryl-ethylenediamine). RXN SMILES: [CH2:1]([NH2:4])[CH2:2][NH2:3].[CH2:5](Cl)[CH2:6][CH2:7][CH2:8][CH2:9][CH2:10][CH2:11][CH2:12][CH2:13][CH2:14][CH2:15][CH3:16]>C(O)C>[CH2:16]([NH:3][CH2:2][CH2:1][NH2:4])[CH2:15][CH2:14][CH2:13][CH2:12][CH2:11][CH2:10][CH2:9][CH2:8][CH2:7][CH2:6][CH3:5]. Starting materials: C(C1=CC=CC=C1)N1CC(CCC1)C(=O)OCC (ethyl 1-benzyl-3-piperidinecarboxylate), C(C1=CC=CC=C1)Br (benzyl bromide), CN(C(=O)[C@@H]1CNCCC1)C ((S)-N,N-dimethyl-3-piperidinecarboxamide), C(C)(C)N(CC)C(C)C (diisopropylethylamine). Product: CN(C(=O)[C@@H]1CN(CCC1)CC1=CC=CC=C1)C ((S)-N,N-dimethyl 1-benzyl-3-piperidinecarboxamide). As a reaction SMILES: [CH2:1]([N:8]1[CH2:13][CH2:12][CH2:11][CH:10]([C:14]([O:16]CC)=O)[CH2:9]1)[C:2]1[CH:7]=[CH:6][CH:5]=[CH:4][CH:3]=1.[CH3:19][N:20](C)[C:21]([C@H]1CCCNC1)=O.C(N(C(C)C)CC)(C)C.C(Br)C1C=CC=CC=1>>[CH3:19][N:20]([CH3:21])[C:14]([C@H:10]1[CH2:11][CH2:12][CH2:13][N:8]([CH2:1][C:2]2[CH:7]=[CH:6][CH:5]=[CH:4][CH:3]=2)[CH2:9]1)=[O:16]. Procedure: This reaction was run in the same manner as ethyl 1-benzyl-3-piperidinecarboxylate, starting with (S)-N,N-dimethyl-3-piperidinecarboxamide (275 mg; 1.76 mmol), diisopropylethylamine (310 μl; 1.78 mmol), and benzyl bromide (210 μl; 1.77 mmol). Crude product was purified by chromatography on silica eluting with 5% methanol/95% dichloromethane, giving (S)-N,N-dimethyl 1-benzyl-3-piperidinecarboxamide (322.2 mg) as a colorless oil. MS m/z (positive ion) 247 (MH+; 100).